Dataset: the Open Reaction Database (ORD), a public repository of structured organic reaction records. Task: describe an organic reaction: reactants, conditions, products, and yield The product is O=Cc1cn(S(=O)(=O)c2cccs2)c(-c2ccccc2)n1. The reactants are O=C([O-])O, [H-], [Na+], [Na+], C1CCOC1, O=Cc1c[nH]c(-c2ccccc2)n1, O=S(=O)(Cl)c1cccs1. RXN SMILES: [C:25](=[O:26])([O-:27])[OH:28].[H-:14].[Na+:15].[Na+:29].[O:30]1[CH2:31][CH2:32][CH2:33][CH2:34]1.[c:1]1(-[c:7]2[nH:8][cH:9][c:10]([CH:12]=[O:13])[n:11]2)[cH:2][cH:3][cH:4][cH:5][cH:6]1.[s:16]1[c:17]([S:21](=[O:22])(=[O:23])[Cl:24])[cH:18][cH:19][cH:20]1>>[c:1]1(-[c:7]2[n:8]([S:21]([c:17]3[s:16][cH:20][cH:19][cH:18]3)(=[O:22])=[O:23])[cH:9][c:10]([CH:12]=[O:13])[n:11]2)[cH:2][cH:3][cH:4][cH:5][cH:6]1.